Task: describe an organic reaction: reactants, conditions, products, and yield. Dataset: the Open Reaction Database (ORD), a public repository of structured organic reaction records The reactants are CC(=O)OCCc1ccccc1S(=O)(=O)NC(C)(C)C, CCOCC, O=C(O)C(F)(F)F. Yields the product CC(=O)OCCc1ccccc1S(N)(=O)=O. Reaction SMILES: [C:1]([CH3:2])(=[O:3])[O:4][CH2:5][CH2:6][c:7]1[c:8]([S:13](=[O:14])(=[O:15])[NH:16][C:17]([CH3:18])([CH3:19])[CH3:20])[cH:9][cH:10][cH:11][cH:12]1.[CH3:28][CH2:29][O:30][CH2:31][CH3:32].[OH:21][C:22]([C:23]([F:24])([F:25])[F:26])=[O:27]>>[C:1]([CH3:2])(=[O:3])[O:4][CH2:5][CH2:6][c:7]1[c:8]([S:13](=[O:14])(=[O:15])[NH2:16])[cH:9][cH:10][cH:11][cH:12]1. The reactants are FC=1C=2N(C(=NC1)OC)NC(N2)=S (8-fluoro-5-methoxy[1,2,4]triazolo[1,5-c ]pyrimidine-2(3H)-thione), ice, OO (hydrogen peroxide), ice, OO (hydrogen peroxide). Run in CO (methanol). Reaction conditions: temperature 43 celsius. Product: FC=1C=2N(C(=NC1)OC)N=C(N2)SSC2=NN1C(=NC=C(C1=N2)F)OC (2,2'-Dithiobis(8-fluoro-5-methoxy[1,2,4]triazolo[1,5-c ]pyrimidine)). Isolated yield 81.8%. As a reaction SMILES: [F:1][C:2]1[C:3]2[N:4]([NH:10][C:11](=[S:13])[N:12]=2)[C:5]([O:8][CH3:9])=[N:6][CH:7]=1.OO>CO>[F:1][C:2]1[C:3]2[N:4]([N:10]=[C:11]([S:13][S:13][C:11]3[N:12]=[C:3]4[N:4]([C:5]([O:8][CH3:9])=[N:6][CH:7]=[C:2]4[F:1])[N:10]=3)[N:12]=2)[C:5]([O:8][CH3:9])=[N:6][CH:7]=1. Reported procedure: A heterogeneous mixture composed of 76.0 g (0.380 mol) of 8-fluoro-5-methoxy[1,2,4]triazolo[1,5-c ]pyrimidine-2(3H)-thione and 400 g of methanol at 24° C. was prepared and 45.3 g (0.400 mol) of ice cold 30 percent by weight hydrogen peroxide solution was added with stirring. An exothermic reaction took place raising the temperature to 43° C. The mixture was allowed to react for about 75 min and then another 13.0 g (0,115 mol) of ice cold 30 percent by weight hydrogen peroxide solution was added ... Starting materials: C(#CCCCCCC)C=1C(=CSC1)C=O (4-(octynyl)-3-thiophenecarboxaldehyde), C(CC(=O)O)(=O)O (malonic acid). The product is C(#CCCCCCC)C=1C(=CSC1)/C=C/C(=O)O ((E)-3-[4-(1-Octynyl)-3-thienyl]prop-2-enoic acid). The yield is 41.5%. As a reaction SMILES: [C:1]([C:9]1[C:10]([CH:14]=O)=[CH:11][S:12][CH:13]=1)#[C:2][CH2:3][CH2:4][CH2:5][CH2:6][CH2:7][CH3:8].C(O)(=O)[CH2:17][C:18]([OH:20])=[O:19]>>[C:1]([C:9]1[C:10](/[CH:14]=[CH:17]/[C:18]([OH:20])=[O:19])=[CH:11][S:12][CH:13]=1)#[C:2][CH2:3][CH2:4][CH2:5][CH2:6][CH2:7][CH3:8]. Procedure details: Reaction of 4-(octynyl)-3-thiophenecarboxaldehyde (550 mg, 2.5 mmole) with malonic acid by the method described in Example 2 yielded the title compound 272 mg (41.5%) mp °C.; νmax (mull) 2600(vb), 1790, 1615, 940, 865, 835, 760; δ(CDCl3) 0.90(3H, distorted t), 1.40(8H, m), 2.37(2H, t, J=6 Hz), 6.23(1H, d, J=16 Hz), 7.22(1H, bs), 7.37(1H, bs), 7.77(1H, d, J=16 Hz), 10.3(1H, bs). The reactants are COc1ccc(CN(C(=O)OC(C)(C)C)c2ccc(C=O)cn2)cn1, O=C([O-])O, CCOC(C)=O, CO, [K+], [Na+], [OH-], c1ncc2cc[nH]c2n1. As a reaction SMILES: [C:10]([CH3:11])([CH3:12])([CH3:13])[O:14][C:15]([N:16]([CH2:17][c:18]1[cH:19][n:20][c:21]([O:24][CH3:25])[cH:22][cH:23]1)[c:26]1[n:27][cH:28][c:29]([CH:32]=[O:33])[cH:30][cH:31]1)=[O:34].[C:37](=[O:38])([OH:39])[O-:40].[CH3:42][CH2:43][O:44][C:45](=[O:46])[CH3:47].[CH3:48][OH:49].[K+:36].[Na+:41].[OH-:35].[n:1]1[cH:2][n:3][cH:4][c:5]2[c:6]1[nH:7][cH:8][cH:9]2>>[n:1]1[cH:2][n:3][cH:4][c:5]2[c:6]1[nH:7][cH:8][c:9]2[CH:32]([c:29]1[cH:28][n:27][c:26]([N:16]([C:15]([O:14][C:10]([CH3:11])([CH3:12])[CH3:13])=[O:34])[CH2:17][c:18]2[cH:19][n:20][c:21]([O:24][CH3:25])[cH:22][cH:23]2)[cH:31][cH:30]1)[OH:33]. The product is COc1ccc(CN(C(=O)OC(C)(C)C)c2ccc(C(O)c3c[nH]c4ncncc34)cn2)cn1. Starting materials: CN(C)C=O, ClCCl, O=C(O)C=Cc1cccc(S(=O)(=O)NCc2ccc3c(c2)OCO3)c1. Yields the product O=C(Cl)C=Cc1cccc(S(=O)(=O)NCc2ccc3c(c2)OCO3)c1. RXN SMILES: [CH3:29][N:30]([CH3:31])[CH:32]=[O:33].[Cl:26][CH2:27][Cl:28].[O:1]1[CH2:2][O:3][c:4]2[c:5]1[cH:6][cH:7][c:8]([CH2:10][NH:11][S:12](=[O:13])(=[O:14])[c:15]1[cH:16][c:17]([CH:21]=[CH:22][C:23](=[O:24])[OH:25])[cH:18][cH:19][cH:20]1)[cH:9]2>>[O:1]1[CH2:2][O:3][c:4]2[c:5]1[cH:6][cH:7][c:8]([CH2:10][NH:11][S:12](=[O:13])(=[O:14])[c:15]1[cH:16][c:17]([CH:21]=[CH:22][C:23](=[O:25])[Cl:26])[cH:18][cH:19][cH:20]1)[cH:9]2.